This data is from the Open Reaction Database (ORD), a public repository of structured organic reaction records. The task is: describe an organic reaction: reactants, conditions, products, and yield Starting materials: CCC(CC)(c1ccc(CCC(O[Si](C)(C)C(C)(C)C)C(C)(C)C)c(C)c1)c1ccc(B2OC(C)(C)C(C)(C)O2)c(C)c1, CN(C)C=O, COC(=O)Cc1cccc(Br)c1, [K+], [K+], [K+], O=P([O-])([O-])[O-], c1ccc(P(c2ccccc2)(c2ccccc2)[Pd](P(c2ccccc2)(c2ccccc2)c2ccccc2)(P(c2ccccc2)(c2ccccc2)c2ccccc2)P(c2ccccc2)(c2ccccc2)c2ccccc2)cc1. Yields the product CCC(CC)(c1ccc(CCC(O[Si](C)(C)C(C)(C)C)C(C)(C)C)c(C)c1)c1ccc(-c2cccc(CC(=O)OC)c2)c(C)c1. Reaction SMILES: [C:1]([CH3:2])([CH3:3])([CH3:4])[Si:5]([O:6][CH:7]([CH2:8][CH2:9][c:10]1[c:11]([CH3:37])[cH:12][c:13]([C:16]([CH2:17][CH3:18])([CH2:19][CH3:20])[c:21]2[cH:22][c:23]([CH3:36])[c:24]([B:27]3[O:28][C:29]([CH3:30])([CH3:31])[C:32]([CH3:33])([CH3:34])[O:35]3)[cH:25][cH:26]2)[cH:14][cH:15]1)[C:38]([CH3:39])([CH3:40])[CH3:41])([CH3:42])[CH3:43].[CH3:141][N:142]([CH3:143])[CH:144]=[O:145].[CH3:44][O:45][C:46]([CH2:47][c:48]1[cH:49][c:50]([Br:54])[cH:51][cH:52][cH:53]1)=[O:55].[K+:61].[K+:62].[K+:63].[P:56]([O-:57])([O-:58])([O-:59])=[O:60].[cH:64]1[cH:65][cH:66][c:67]([P:68]([Pd:69]([P:70]([c:71]2[cH:72][cH:73][cH:74][cH:75][cH:76]2)([c:77]2[cH:78][cH:79][cH:80][cH:81][cH:82]2)[c:83]2[cH:84][cH:85][cH:86][cH:87][cH:88]2)([P:89]([c:90]2[cH:91][cH:92][cH:93][cH:94][cH:95]2)([c:96]2[cH:97][cH:98][cH:99][cH:100][cH:101]2)[c:102]2[cH:103][cH:104][cH:105][cH:106][cH:107]2)[P:108]([c:109]2[cH:110][cH:111][cH:112][cH:113][cH:114]2)([c:115]2[cH:116][cH:117][cH:118][cH:119][cH:120]2)[c:121]2[cH:122][cH:123][cH:124][cH:125][cH:126]2)([c:127]2[cH:128][cH:129][cH:130][cH:131][cH:132]2)[c:133]2[cH:134][cH:135][cH:136][cH:137][cH:138]2)[cH:139][cH:140]1>>[C:1]([CH3:2])([CH3:3])([CH3:4])[Si:5]([O:6][CH:7]([CH2:8][CH2:9][c:10]1[c:11]([CH3:37])[cH:12][c:13]([C:16]([CH2:17][CH3:18])([CH2:19][CH3:20])[c:21]2[cH:22][c:23]([CH3:36])[c:24](-[c:50]3[cH:49][c:48]([CH2:47][C:46]([O:45][CH3:44])=[O:55])[cH:53][cH:52][cH:51]3)[cH:25][cH:26]2)[cH:14][cH:15]1)[C:38]([CH3:39])([CH3:40])[CH3:41])([CH3:42])[CH3:43]. Reactants: NC=1SC=C(N1)C(C(=O)NC1[C@@H]2N(C(=C(CS2)CS\C=C/C=2C=NC=CC2)C(=O)OC(C2=CC=CC=C2)C2=CC=CC=C2)C1=O)=NOC (benzhydryl 7-[2-(2-aminothiazol-4-yl)-2-methoxyiminoacetamido]-3-[(Z)-2-(3-pyridyl)vinylthiomethyl]-3-cephem-4-carboxylate), FC(C(=O)O)(F)F (trifluoroacetic acid). Solvent: C1(=CC=CC=C1)OC (anisole). Reaction conditions: time 40 minute. Yields the product NC=1SC=C(N1)C(C(=O)NC1[C@@H]2N(C(=C(CS2)CS\C=C/C=2C=NC=CC2)C(=O)O)C1=O)=NOC (7-[2-(2-aminothiazol-4-yl)-2-methoxyiminoacetamido]-3-[(Z)-2-(3-pyridyl)vinylthiomethyl]-3-cephem-4-carboxylic acid). Yield: 43.3%. Reaction SMILES: [NH2:1][C:2]1[S:3][CH:4]=[C:5]([C:7](=[N:46][O:47][CH3:48])[C:8]([NH:10][CH:11]2[C:44](=[O:45])[N:13]3[C:14]([C:28]([O:30]C(C4C=CC=CC=4)C4C=CC=CC=4)=[O:29])=[C:15]([CH2:18][S:19]/[CH:20]=[CH:21]\[C:22]4[CH:23]=[N:24][CH:25]=[CH:26][CH:27]=4)[CH2:16][S:17][C@H:12]23)=[O:9])[N:6]=1.FC(F)(F)C(O)=O>C1(OC)C=CC=CC=1>[NH2:1][C:2]1[S:3][CH:4]=[C:5]([C:7](=[N:46][O:47][CH3:48])[C:8]([NH:10][CH:11]2[C:44](=[O:45])[N:13]3[C:14]([C:28]([OH:30])=[O:29])=[C:15]([CH2:18][S:19]/[CH:20]=[CH:21]\[C:22]4[CH:23]=[N:24][CH:25]=[CH:26][CH:27]=4)[CH2:16][S:17][C@H:12]23)=[O:9])[N:6]=1. Procedure: To a suspension of benzhydryl 7-[2-(2-aminothiazol-4-yl)-2-methoxyiminoacetamido]-3-[(Z)-2-(3-pyridyl)vinylthiomethyl]-3-cephem-4-carboxylate (syn isomer) (1 g) in anisole (2.5 ml) was added trifluoroacetic acid (6 ml) under ice-cooling. The mixture was stirred for 40 minutes at ambient temperature, concentrated in vacuo to about a half volume and poured into diisopropyl ether (120 ml). The resulting precipitate was collected, dissolved in an aqueous solution (150 ml) of sodium bicarbonate (320 ... Reactants: OC1C(CCCC1)OC=1C=C(C(=O)O)C=CC1OC ((±)-3-((2-hydroxycyclohexyl)oxy)-4-methoxybenzoic acid), CC(C)N (propan-2-amine). Product: OC1C(CCCC1)OC=1C=C(C(=O)NC(C)C)C=CC1OC ((±)-3-((2-hydroxycyclohexyl)oxy)-N-isopropyl-4-methoxybenzamide). As a reaction SMILES: [OH:1][CH:2]1[CH2:7][CH2:6][CH2:5][CH2:4][CH:3]1[O:8][C:9]1[CH:10]=[C:11]([CH:15]=[CH:16][C:17]=1[O:18][CH3:19])[C:12]([OH:14])=O.[CH3:20][CH:21]([NH2:23])[CH3:22]>>[OH:1][CH:2]1[CH2:7][CH2:6][CH2:5][CH2:4][CH:3]1[O:8][C:9]1[CH:10]=[C:11]([CH:15]=[CH:16][C:17]=1[O:18][CH3:19])[C:12]([NH:23][CH:21]([CH3:22])[CH3:20])=[O:14]. Reported procedure: Prepared as in Example 24a from (±)-3-((2-hydroxycyclohexyl)oxy)-4-methoxybenzoic acid (Example 129e) and propan-2-amine as a white solid (80%). 1H NMR (400 MHz, DMSO-d6) δ 1.14 (d, J=8.0 Hz, 6H), 1.25-1.30 (m, 4H), 1.61 (m, 2H), 1.85 (m, 2H), 3.56 (m, 1H), 3.79 (s, 3H), 4.03-4.12 (m, 2H), 4.81 (d, J=4.0 Hz, 1H), 6.98 (d, J=8.0 Hz, 1H), 7.45-7.49 (m, 2H), 8.01 (d, J=8.0 Hz, 1H). MS 308 (MH+).